This data is from the Open Reaction Database (ORD), a public repository of structured organic reaction records. The task is: describe an organic reaction: reactants, conditions, products, and yield Reactants: CC(=O)Nc1ccc(O)cc1, [K+], [K+], Nc1nc(Cl)ccc1[N+](=O)[O-], O=C([O-])[O-], CN(C)C=O. The product is CC(=O)Nc1ccc(Oc2ccc([N+](=O)[O-])c(N)n2)cc1. As a reaction SMILES: [C:12]([CH3:13])(=[O:14])[NH:15][c:16]1[cH:17][cH:18][c:19]([OH:22])[cH:20][cH:21]1.[K+:23].[K+:24].[NH2:1][c:2]1[n:3][c:4]([Cl:11])[cH:5][cH:6][c:7]1[N+:8](=[O:9])[O-:10].[O-:25][C:26]([O-:27])=[O:28].[O:29]=[CH:30][N:31]([CH3:32])[CH3:33]>>[NH2:1][c:2]1[n:3][c:4]([O:22][c:19]2[cH:18][cH:17][c:16]([NH:15][C:12]([CH3:13])=[O:14])[cH:21][cH:20]2)[cH:5][cH:6][c:7]1[N+:8](=[O:9])[O-:10]. Reactants: C(CC)C1(C(=O)OC(C1)=O)CCC (2,2-dipropylsuccinic acid anhydride), FC1=CC=C2C=CC(=NC2=C1)COC=1C=C(N)C=CC1 (3-(7-fluoro-2-quinolinylmethoxy)aniline). Yields the product FC1=CC=C2C=CC(=NC2=C1)COC=1C=C(C=CC1)NC(CC(C(=O)O)(CCC)CCC)=O (4-[3-(7-fluoro-2-quinolinylmethoxy)phenylamino]-2,2-dipropyl-4-oxobutanoic acid). RXN SMILES: [CH2:1]([C:4]1([CH2:11][CH2:12][CH3:13])[CH2:9][C:8](=[O:10])[O:7][C:5]1=[O:6])[CH2:2][CH3:3].[F:14][C:15]1[CH:24]=[C:23]2[C:18]([CH:19]=[CH:20][C:21]([CH2:25][O:26][C:27]3[CH:28]=[C:29]([CH:31]=[CH:32][CH:33]=3)[NH2:30])=[N:22]2)=[CH:17][CH:16]=1>>[F:14][C:15]1[CH:24]=[C:23]2[C:18]([CH:19]=[CH:20][C:21]([CH2:25][O:26][C:27]3[CH:28]=[C:29]([NH:30][C:8](=[O:10])[CH2:9][C:4]([CH2:11][CH2:12][CH3:13])([CH2:1][CH2:2][CH3:3])[C:5]([OH:7])=[O:6])[CH:31]=[CH:32][CH:33]=3)=[N:22]2)=[CH:17][CH:16]=1. Procedure: The title compound is prepared analogously to the compound described in Example 20 from 2,2-dipropylsuccinic acid anhydride and 3-(7-fluoro-2-quinolinylmethoxy)aniline; beige crystals of m.p. 155°-156°.